Dataset: the Open Reaction Database (ORD), a public repository of structured organic reaction records. Task: describe an organic reaction: reactants, conditions, products, and yield The reactants are BrC=1C(=C(C(=NC1)N)[N+](=O)[O-])N1CCN(CC1)C(C)C1=NC=CC=C1 (5-bromo-3-nitro-4-(4-(1-(pyridin-2-yl)ethyl)piperazin-1-yl)pyridin-2-amine), BrC=1C(=C(C(=NC1)N)[N+](=O)[O-])Cl (5-bromo-4-chloro-3-nitropyridin-2-amine), CC1=NOC(=C1CN1CCN(CC1)C(=O)OC(C)(C)C)C (tert-butyl 4-((3,5-dimethylisoxazol-4-yl)methyl)piperazine-1-carboxylate), C(=O)(C(F)(F)F)O (TFA). Solvent: CC(C)O (iPrOH), C(Cl)Cl (CH2Cl2), CCN(C(C)C)C(C)C (DIPEA). Product: BrC=1C(=C(C(=NC1)N)[N+](=O)[O-])N1CCN(CC1)CC=1C(=NOC1C)C (5-Bromo-4-(4-((3,5-dimethylisoxazol-4-yl)methyl)piperazin-1-yl)-3-nitropyridin-2-amine). RXN SMILES: [Br:1][C:2]1[C:3]([N:12]2[CH2:17][CH2:16][N:15]([CH:18]([C:20]3[CH:25]=[CH:24]C=CN=3)C)[CH2:14][CH2:13]2)=[C:4]([N+:9]([O-:11])=[O:10])[C:5]([NH2:8])=[N:6][CH:7]=1.[CH3:26][C:27]1C(CN2CCN(C(OC(C)(C)C)=O)CC2)=C(C)[O:29][N:28]=1.C(O)(C(F)(F)F)=O.BrC1C(Cl)=C([N+]([O-])=O)C(N)=NC=1>CC(O)C.CCN(C(C)C)C(C)C.C(Cl)Cl>[Br:1][C:2]1[C:3]([N:12]2[CH2:13][CH2:14][N:15]([CH2:18][C:20]3[C:27]([CH3:26])=[N:28][O:29][C:25]=3[CH3:24])[CH2:16][CH2:17]2)=[C:4]([N+:9]([O-:11])=[O:10])[C:5]([NH2:8])=[N:6][CH:7]=1. Procedure details: This was prepared using the same procedure as for 5-bromo-3-nitro-4-(4-(1-(pyridin-2-yl)ethyl)piperazin-1-yl)pyridin-2-amine, but here using tert-butyl 4-((3,5-dimethylisoxazol-4-yl)methyl)piperazine-1-carboxylate (1.1 eq, 0.35 mmol, 104 mg), TFA (1.25 mL) and CH2Cl2 (4 mL), then 5-bromo-4-chloro-3-nitropyridin-2-amine (81 mg, 0.32 mmol) in iPrOH (3 mL) and DIPEA (1 mL). Filtration and washing as previously described gave the product (105 mg, 72% for two steps) as a yellow solid; δH (500 MHz, DM... Starting materials: O=C(O)c1ccc(Br)c(F)c1, ClCCCl, ClCCl, CNOC, CCOC(C)=O, On1nnc2ccccc21. The product is CON(C)C(=O)c1ccc(Br)c(F)c1. Reaction SMILES: [Br:5][c:6]1[c:7]([F:15])[cH:8][c:9]([C:10](=[O:11])[OH:12])[cH:13][cH:14]1.[CH2:16]([Cl:17])[CH2:18][Cl:19].[CH2:30]([Cl:31])[Cl:32].[CH3:1][NH:2][O:3][CH3:4].[CH3:33][CH2:34][O:35][C:36](=[O:37])[CH3:38].[OH:20][n:21]1[c:22]2[c:23]([cH:24][cH:25][cH:26][cH:27]2)[n:28][n:29]1>>[CH3:1][N:2]([O:3][CH3:4])[C:10]([c:9]1[cH:8][c:7]([F:15])[c:6]([Br:5])[cH:14][cH:13]1)=[O:11]. Starting materials: [H][H] (hydrogen), steel, C1(CCCC1)C=C(C1=CC=C(C=C1)S(=O)(=O)C)C1=CC=2C(=NC=C(C2)OCC(=O)N(C)C)N1 (2-{2-[2-cyclopentyl-1-(4-methanesulfonyl-phenyl)-vinyl]-1H-pyrrolo[2,3-b]pyridin-5-yloxy}-N,N-dimethyl-acetamide). Reagents/catalysts: [Pd] (palladium on activated carbon). Run in CO (methanol). Product: C1(CCCC1)CC(C1=CC=C(C=C1)S(=O)(=O)C)C1=CC=2C(=NC=C(C2)OCC(=O)N(C)C)N1 (2-{2-[2-cyclopentyl-1-(4-methanesulfonyl-phenyl)-ethyl]-1H-pyrrolo[2,3-b]pyridin-5-yloxy}-N,N-dimethyl-acetamide). Isolated yield 50.5%. Reaction SMILES: [CH:1]1([CH:6]=[C:7]([C:18]2[NH:33][C:21]3=[N:22][CH:23]=[C:24]([O:26][CH2:27][C:28]([N:30]([CH3:32])[CH3:31])=[O:29])[CH:25]=[C:20]3[CH:19]=2)[C:8]2[CH:13]=[CH:12][C:11]([S:14]([CH3:17])(=[O:16])=[O:15])=[CH:10][CH:9]=2)[CH2:5][CH2:4][CH2:3][CH2:2]1.[H][H]>[Pd].CO>[CH:1]1([CH2:6][CH:7]([C:18]2[NH:33][C:21]3=[N:22][CH:23]=[C:24]([O:26][CH2:27][C:28]([N:30]([CH3:31])[CH3:32])=[O:29])[CH:25]=[C:20]3[CH:19]=2)[C:8]2[CH:13]=[CH:12][C:11]([S:14]([CH3:17])(=[O:15])=[O:16])=[CH:10][CH:9]=2)[CH2:5][CH2:4][CH2:3][CH2:2]1. Procedure: A mixture of 2-{2-[2-cyclopentyl-1-(4-methanesulfonyl-phenyl)-vinyl]-1H-pyrrolo[2,3-b]pyridin-5-yloxy}-N,N-dimethyl-acetamide (276 mg, 0.59 mmol) and 10% palladium on activated carbon (50.0 mg) in methanol (200 mL) was heated at 50° C. under 50 bar of hydrogen in a steel bomb pressure for 6 h. The mixture was then cooled to room temperature. The catalyst was removed by filtration and washed with ethyl acetate. The filtrate was concentrated in vacuo and purified using a Waters automated flash sys... Starting materials: CCCCC1(O[Si](C)(C)C)C=CC(=O)C1C(O)CCC, C1CCC2=NCCCN2CC1, CCOC(C)=O, CCCCCC, O, CS(=O)(=O)Cl, c1ccncc1, c1ccccc1. The product is CCCC=C1C(=O)C=CC1(CCCC)O[Si](C)(C)C. RXN SMILES: [CH2:1]([CH2:2][CH2:3][CH3:4])[C:5]1([O:16][Si:17]([CH3:18])([CH3:19])[CH3:20])[CH:6]=[CH:7][C:8](=[O:15])[CH:9]1[CH:10]([CH2:11][CH2:12][CH3:13])[OH:14].[CH2:26]1[CH2:27][CH2:28][C:29]2=[N:34][CH2:33][CH2:32][CH2:31][N:30]2[CH2:35][CH2:36]1.[CH3:43][CH2:44][O:45][C:46](=[O:47])[CH3:48].[CH3:49][CH2:50][CH2:51][CH2:52][CH2:53][CH3:54].[OH2:61].[S:21]([Cl:22])([CH3:23])(=[O:24])=[O:25].[cH:37]1[cH:38][cH:39][n:40][cH:41][cH:42]1.[cH:55]1[cH:56][cH:57][cH:58][cH:59][cH:60]1>>[CH2:1]([CH2:2][CH2:3][CH3:4])[C:5]1([O:16][Si:17]([CH3:18])([CH3:19])[CH3:20])[CH:6]=[CH:7][C:8](=[O:15])[C:9]1=[CH:10][CH2:11][CH2:12][CH3:13]. Starting materials: crude residue, crude residue, BrC1=CC(=C(C=C1)[N+](=O)[O-])F (4-bromo-2-fluoro-1-nitrobenzene), C(=O)([O-])[O-].[Cs+].[Cs+] (Cs2CO3), N[C@H]1CN(CC1)C(=O)OC(C)(C)C ((R)-tert-butyl 3-aminopyrrolidine-1-carboxylate), CC(OCC)(OCC)OCC (MeC(OEt)3). The reagents and catalysts are [Pt] (Pt/C). Run in CN(C)C=O (DMF), CCO.CCOC(=O)C (EtOH EtOAc), CC(=O)O (AcOH), CCOC(=O)C (EtOAc), O (H2O). Run at time 16 hour. The product is BrC=1C=CC2=C(N(C(=N2)C)[C@H]2CN(CC2)C(=O)OC(C)(C)C)C1 ((R)-tert-butyl 3-(6-bromo-2-methyl-1H-benzo[d]imidazol-1-yl)pyrrolidine-1-carboxylate). RXN SMILES: [Br:1][C:2]1[CH:7]=[CH:6][C:5]([N+:8]([O-])=O)=[C:4](F)[CH:3]=1.C([O-])([O-])=O.[Cs+].[Cs+].[NH2:18][C@@H:19]1[CH2:23][CH2:22][N:21]([C:24]([O:26][C:27]([CH3:30])([CH3:29])[CH3:28])=[O:25])[CH2:20]1.[CH3:31][C:32](OCC)(OCC)OCC>CN(C=O)C.CCOC(C)=O.O.CCO.CCOC(C)=O.CC(O)=O.[Pt]>[Br:1][C:2]1[CH:7]=[CH:6][C:5]2[N:8]=[C:31]([CH3:32])[N:18]([C@@H:19]3[CH2:23][CH2:22][N:21]([C:24]([O:26][C:27]([CH3:30])([CH3:29])[CH3:28])=[O:25])[CH2:20]3)[C:4]=2[CH:3]=1 |f:1.2.3,9.10|. Reported procedure: A flask was charged with 4-bromo-2-fluoro-1-nitrobenzene (531 mg, 2.41 mmol) and Cs2CO3 (2.37 g, 7.27 mmol) and diluted with DMF (6 mL). To this was added (R)-tert-butyl 3-aminopyrrolidine-1-carboxylate (0.85 mL, 5.01 mmol) at room temperature and the reaction mixture was allowed to stir for 16 hours. The mixture was diluted with EtOAc and H2O and the layers were separated. The aqueous layer was extracted with EtOAc and the combined organic extracts were dried over Na2SO4, filtered through a sma... Reactants: ( 35 ), OC=1C=C(C2=COC3=C(C(=CC=C3C2=O)O)C)C=CC1 (3′,7-dihydroxy-8-methylisoflavone), C(C)(=O)OC(C)=O (acetic anhydride), ( 100 ), C(C)(=O)OC1=CC=C(C2=COC3=C(C(=CC=C3C2=O)OC(C)=O)C)C=C1 (4′,7-diacetoxy-8-methylisoflavone), ( 60 ). Run in N1=CC=CC=C1 (pyridine). Product: C(C)(=O)OC=1C=C(C2=COC3=C(C(=CC=C3C2=O)OC(C)=O)C)C=CC1 (3′,7-Diacetoxy-8-methylisoflavone). Reaction SMILES: OC1C=C(C=CC=1)C1C(=O)C2C(=C(C)C(O)=CC=2)OC=1.[C:21]([O:24][C:25](=[O:27])[CH3:26])(=O)[CH3:22].C(OC1C=[CH:52][C:35]([C:36]2[C:45](=[O:46])[C:44]3[C:39](=[C:40]([CH3:51])[C:41]([O:47][C:48](=[O:50])[CH3:49])=[CH:42][CH:43]=3)[O:38][CH:37]=2)=[CH:34][CH:33]=1)(=O)C>N1C=CC=CC=1>[C:25]([O:24][C:21]1[CH:52]=[C:35]([CH:34]=[CH:33][CH:22]=1)[C:36]1[C:45](=[O:46])[C:44]2[C:39](=[C:40]([CH3:51])[C:41]([O:47][C:48](=[O:50])[CH3:49])=[CH:42][CH:43]=2)[O:38][CH:37]=1)(=[O:27])[CH3:26]. Reported procedure: 3′,7-Diacetoxy-8-methylisoflavone was prepared from 3′,7-dihydroxy-8-methylisoflavone (1.3 g, 4.8 mmol), acetic anhydride (8 ml) and pyridine (1.5 ml) as described for 4′,7-diacetoxy-8-methylisoflavone. Yield: (1.2 g, 70%) m.p. 112° C. 1H NMR (CDCl3): δ 2.31 (s, 3H, CH3), 2.32, 2.39 (each s, 3H, OCOCH3), 7.13 (m, 2H, ArH), 7.37-7.45 (m, 3H, ArH), 8.1 (s, 1H, H2), 8.18 (d, 1H, J 8.7 Hz, H5). Mass spectrum: m/z 352 (M, 6%); 310 (35); 268 (100); 267 (60). Starting materials: Cc1ccccc1, CC(Oc1ccc(Oc2ncc(Cl)cc2F)cc1)C(=O)O, O=S(Cl)Cl. Yields the product CC(Oc1ccc(Oc2ncc(Cl)cc2F)cc1)C(=O)Cl. Reaction SMILES: [CH3:26][c:27]1[cH:28][cH:29][cH:30][cH:31][cH:32]1.[Cl:1][c:2]1[cH:3][c:4]([F:21])[c:5]([O:8][c:9]2[cH:10][cH:11][c:12]([O:13][CH:14]([C:15](=[O:16])[OH:17])[CH3:18])[cH:19][cH:20]2)[n:6][cH:7]1.[S:22]([Cl:23])([Cl:24])=[O:25]>>[Cl:1][c:2]1[cH:3][c:4]([F:21])[c:5]([O:8][c:9]2[cH:10][cH:11][c:12]([O:13][CH:14]([C:15](=[O:16])[Cl:24])[CH3:18])[cH:19][cH:20]2)[n:6][cH:7]1.